From a dataset of the Open Reaction Database (ORD), a public repository of structured organic reaction records. describe an organic reaction: reactants, conditions, products, and yield Starting materials: ClC=1C=C2C(C(C(NC2=CC1)C=1C=C(C(=O)OCC2=CC=CC=C2)C=CC1)(C)C)O (benzyl 3-(6-chloro-4-hydroxy-3,3-dimethyl-1,2,3,4-tetrahydroquinolin-2-yl)benzoate), C(C)[SiH](CC)CC (triethylsilane), FC(C(=O)O)(F)F (trifluoroacetic acid). The solvent is ClCCl (dichloromethane). The product is ClC=1C=C2CC(C(NC2=CC1)C=1C=C(C(=O)OCC2=CC=CC=C2)C=CC1)(C)C (benzyl 3-(6-chloro-3,3-dimethyl-1,2,3,4-tetrahydroquinolin-2-yl)benzoate). The yield is 47.9%. RXN SMILES: [Cl:1][C:2]1[CH:3]=[C:4]2[C:9](=[CH:10][CH:11]=1)[NH:8][CH:7]([C:12]1[CH:13]=[C:14]([CH:25]=[CH:26][CH:27]=1)[C:15]([O:17][CH2:18][C:19]1[CH:24]=[CH:23][CH:22]=[CH:21][CH:20]=1)=[O:16])[C:6]([CH3:29])([CH3:28])[CH:5]2O.C([SiH](CC)CC)C.FC(F)(F)C(O)=O>ClCCl>[Cl:1][C:2]1[CH:3]=[C:4]2[C:9](=[CH:10][CH:11]=1)[NH:8][CH:7]([C:12]1[CH:13]=[C:14]([CH:25]=[CH:26][CH:27]=1)[C:15]([O:17][CH2:18][C:19]1[CH:20]=[CH:21][CH:22]=[CH:23][CH:24]=1)=[O:16])[C:6]([CH3:29])([CH3:28])[CH2:5]2. Procedure: To a sealed tube was added benzyl 3-(6-chloro-4-hydroxy-3,3-dimethyl-1,2,3,4-tetrahydroquinolin-2-yl)benzoate (1.98 g, 4.70 mmol), dichloromethane (25 ml) and triethylsilane (1.10 g, 9.40 mmol, 2.0 eq.), followed by the addition of trifluoroacetic acid (1.61 g, 14.11 mmol, 3.0 eq.). The sealed tube was heated at 60 for 16 h and cooled to room temperature. The reaction mixture was washed with saturated Sodium bicarbonate and separated. The organic layer was dried the residue was purified by colum... Starting materials: CN1C(CC[C@@]2(C3=C(CC[C@@H]12)C=C(C=C3)S)C)=O ((+)-(4aR)-(10bR)-4-methyl-8-mercapto-10b-methyl-1,2,3,4,4a,-5,6,10b-octahydrobenzo[f]quinolin-3-one), C([O-])([O-])=O.[K+].[K+] (potassium carbonate), ClC1=NC=CN=C1 (2-chloropyrazine), CN(C=O)C (dimethylformamide). Run in C(C)(=O)OCC (ethyl acetate). The product is CN1C(CC[C@@]2(C3=C(CC[C@@H]12)C=C(C=C3)SC3=NC=CN=C3)C)=O ((+)-(4aR)-(10bR)-4-methyl-8-(2-pyrazinylthio)-10b-methyl-1, 2,3,4,4a, 5,6,10b-octahydrobenzo [f]quinolin-3-one). Yield: 48.8%. RXN SMILES: [CH3:1][N:2]1[C@H:11]2[C@@:6]([CH3:17])([C:7]3[CH:15]=[CH:14][C:13]([SH:16])=[CH:12][C:8]=3[CH2:9][CH2:10]2)[CH2:5][CH2:4][C:3]1=[O:18].C(=O)([O-])[O-].[K+].[K+].Cl[C:26]1[CH:31]=[N:30][CH:29]=[CH:28][N:27]=1.CN(C)C=O>C(OCC)(=O)C>[CH3:1][N:2]1[C@H:11]2[C@@:6]([CH3:17])([C:7]3[CH:15]=[CH:14][C:13]([S:16][C:26]4[CH:31]=[N:30][CH:29]=[CH:28][N:27]=4)=[CH:12][C:8]=3[CH2:9][CH2:10]2)[CH2:5][CH2:4][C:3]1=[O:18] |f:1.2.3|. Procedure details: A 15 mL round bottom flask was charged with (+)-(4aR)-(10bR)-4-methyl-8-mercapto-10b-methyl-1,2,3,4,4a,-5,6,10b-octahydrobenzo[f]quinolin-3-one (100 mg, 0.38 mmol), potassium carbonate (158 mg, 1.14 mmol), 2-chloropyrazine (53 mg, 0.46 mmol) and 1 mL of anhydrous dimethylformamide, fitted with a reflux condenser, and the stirred mixture was heated at 60°, under nitrogen, for 18 h. The mixture was cooled, diluted with ethyl acetate (75 mL) and washed with brine (2×25 mL). The combined organic ext... The reactants are BrC1=C(C2=C(C=NN(C2=O)COCC[Si](C)(C)C)N1COCC[Si](C)(C)C)CBr (2-bromo-3-bromomethyl-1,5-bis(2-trimethylsilylethoxymethyl)-1,5-dihydropyrrolo[2,3-d]pyridazin-4-one), O1CCCC1 (tetrahydrofuran), C(C(C)C)O (isobutanol), [H-].[Na+] (sodium hydride). The solvent is O (water). Conditions: time 15 minute. The product is BrC1=C(C2=C(C=NN(C2=O)COCC[Si](C)(C)C)N1COCC[Si](C)(C)C)COCC(C)C (2-Bromo-3-isobutoxymethyl-1,5-bis(2-trimethylsilylethoxymethyl)-1,5-dihydropyrrolo[2,3-d]pyridazin-4-one). Yield: 67.0%. RXN SMILES: [O:1]1[CH2:5][CH2:4][CH2:3][CH2:2]1.[CH2:6]([OH:10])[CH:7]([CH3:9])[CH3:8].[H-].[Na+].[Br:13][C:14]1[N:31]([CH2:32][O:33][CH2:34][CH2:35][Si:36]([CH3:39])([CH3:38])[CH3:37])[C:17]2[CH:18]=[N:19][N:20]([CH2:23][O:24][CH2:25][CH2:26][Si:27]([CH3:30])([CH3:29])[CH3:28])C(=O)C=2C=1CBr>O>[Br:13][C:14]1[N:31]([CH2:32][O:33][CH2:34][CH2:35][Si:36]([CH3:39])([CH3:38])[CH3:37])[C:17]2[CH:18]=[N:19][N:20]([CH2:23][O:24][CH2:25][CH2:26][Si:27]([CH3:28])([CH3:29])[CH3:30])[C:5](=[O:1])[C:4]=2[C:3]=1[CH2:2][O:10][CH2:6][CH:7]([CH3:9])[CH3:8] |f:2.3|. Procedure details: To 5 ml of dehydrated tetrahydrofuran solution containing 1 ml of isobutanol was added 0.49 g of sodium hydride (60% dispersed material in mineral oil) under cooling in ice-bath, and the mixture was stirred at room temperature for 15 minutes. Then, 0.99 g (1.75 mmol) of 2-bromo-3-bromomethyl-1,5-bis(2-trimethylsilylethoxymethyl)-1,5-dihydropyrrolo[2,3-d]pyridazin-4-one obtained in Reference example 25-(a) was added to the mixture under cooling in ice-bath, and the mixture was stirred at the same... The reactants are CCCCCCC(Oc1ccc(C2=CCCCCC2)cc1)C(=O)OCC, CCO, [Na+], [OH-]. Yields the product CCCCCCC(Oc1ccc(C2=CCCCCC2)cc1)C(=O)O. As a reaction SMILES: [CH2:1]([CH3:2])[O:3][C:4]([CH:5]([CH2:6][CH2:7][CH2:8][CH2:9][CH2:10][CH3:11])[O:12][c:13]1[cH:14][cH:15][c:16]([C:19]2=[CH:20][CH2:21][CH2:22][CH2:23][CH2:24][CH2:25]2)[cH:17][cH:18]1)=[O:26].[CH3:29][CH2:30][OH:31].[Na+:28].[OH-:27]>>[O:3]=[C:4]([CH:5]([CH2:6][CH2:7][CH2:8][CH2:9][CH2:10][CH3:11])[O:12][c:13]1[cH:14][cH:15][c:16]([C:19]2=[CH:20][CH2:21][CH2:22][CH2:23][CH2:24][CH2:25]2)[cH:17][cH:18]1)[OH:26].